Dataset: the Open Reaction Database (ORD), a public repository of structured organic reaction records. Task: describe an organic reaction: reactants, conditions, products, and yield Starting materials: C(C)(=O)OC(C)=O (acetic anhydride), C(C)(=O)OC\C(=C(/C(=O)O)\C1=CC=CC=C1)\C1=CC=C(C=C1)S(=O)(=O)C ((2Z)-4-(acetyloxy)-3-[4-(methylsulfonyl)phenyl]-2-phenylbut-2-enoic acid), [N+](=O)(OC[C@@H](CCCCO)O[N+](=O)[O-])[O-] ((2R)-6-hydroxyhexane-1,2-diyl dinitrate), CCN=C=NCCCN(C)C (EDCI). The reagents and catalysts are CN(C)C=1C=CN=CC1 (DMAP). The solvent is ClCCl (dichloromethane). The product is C(C)(=O)OC\C(=C(/C(=O)OCCCC[C@H](CO[N+](=O)[O-])O[N+](=O)[O-])\C1=CC=CC=C1)\C1=CC=C(C=C1)S(=O)(=O)C ((5R)-5,6-bis(nitrooxy)hexyl (2Z)-4-(acetyloxy)-3-[4-(methylsulfonyl)phenyl]-2-phenylbut-2-enoate). Isolated yield 63.6%. Reaction SMILES: [C:1]([O:4][CH2:5]/[C:6](/[C:17]1[CH:22]=[CH:21][C:20]([S:23]([CH3:26])(=[O:25])=[O:24])=[CH:19][CH:18]=1)=[C:7](/[C:11]1[CH:16]=[CH:15][CH:14]=[CH:13][CH:12]=1)\[C:8]([OH:10])=[O:9])(=[O:3])[CH3:2].[N+:27]([O-:41])([O:29][CH2:30][C@H:31]([O:37][N+:38]([O-:40])=[O:39])[CH2:32][CH2:33][CH2:34][CH2:35]O)=[O:28].CCN=C=NCCCN(C)C.C(OC(=O)C)(=O)C>CN(C1C=CN=CC=1)C.ClCCl>[C:1]([O:4][CH2:5]/[C:6](/[C:17]1[CH:22]=[CH:21][C:20]([S:23]([CH3:26])(=[O:25])=[O:24])=[CH:19][CH:18]=1)=[C:7](/[C:11]1[CH:16]=[CH:15][CH:14]=[CH:13][CH:12]=1)\[C:8]([O:10][CH2:35][CH2:34][CH2:33][CH2:32][C@@H:31]([O:37][N+:38]([O-:40])=[O:39])[CH2:30][O:29][N+:27]([O-:41])=[O:28])=[O:9])(=[O:3])[CH3:2]. Procedure: A solution of 3 g of (2Z)-4-(acetyloxy)-3-[4-(methylsulfonyl)phenyl]-2-phenylbut-2-enoic acid, 1.7 g of (2R)-6-hydroxyhexane-1,2-diyl dinitrate, 10 mmol of DMAP and 10 mmol of EDCI was stirred in 40 mL of dichloromethane at rt for 2 h. Then, acetic anhydride (0.5 mL) was added and the mixture was filtered through a pad of silica gel and washed with EtOAc, evaporated, purified by flash chromatography (15-50% EtOAc/hexane) to afford 2.8 g of the desired compound as a white solid. 1H NMR (acetone-d... The reactants are Cl (Hydrogen chloride), NCCCCCC(=O)O (6-aminocaproic acid), CO (methanol). Run at time 3 hour. The product is Cl.NCCCCCC(=O)OC (methyl 6-aminocaproate hydrochloride). Yield: 99.0%. As a reaction SMILES: [ClH:1].[NH2:2][CH2:3][CH2:4][CH2:5][CH2:6][CH2:7][C:8]([OH:10])=[O:9].[CH3:11]O>>[ClH:1].[NH2:2][CH2:3][CH2:4][CH2:5][CH2:6][CH2:7][C:8]([O:10][CH3:11])=[O:9] |f:3.4|. Procedure: Hydrogen chloride (gas) was added to a solution of 20.0 g (152 mmol) of 6-aminocaproic acid in 250 ml of methanol via rapid bubbling for 2-3 minutes. The mixture was stirred at 15°-25° C. for 3 hours and then concentrated to afford 27.5 g of the product as a white solid (99%):